This data is from the Open Reaction Database (ORD), a public repository of structured organic reaction records. The task is: describe an organic reaction: reactants, conditions, products, and yield The reactants are COC=1C=C(C=CC1OC)CC(=O)O (3,4-dimethoxyphenylacetic acid), O (water). The solvent is C1CCOC1 (THF). Run at time 4 hour. The product is COC=1C=C(C=CC1OC)CCO (2-(3,4-dimethoxyphenyl)ethanol). As a reaction SMILES: [CH3:1][O:2][C:3]1[CH:4]=[C:5]([CH2:11][C:12](O)=[O:13])[CH:6]=[CH:7][C:8]=1[O:9][CH3:10].O>C1COCC1>[CH3:1][O:2][C:3]1[CH:4]=[C:5]([CH2:11][CH2:12][OH:13])[CH:6]=[CH:7][C:8]=1[O:9][CH3:10]. Procedure details: To a solution of 3,4-dimethoxyphenylacetic acid (2 g) in anhydrous THF (40 ml) at 0° C. under N2 was added dropwise borane-methyl sulfide complex (10 M, 1.5 ml). The mixture was stirred at room temperature for further 4 hrs. Cold water (5 ml) was added to destroy any excess of borane followed by the addition of H2SO4 (1 M, 50 ml). The mixture was extracted three time with ethyl acetate (50 ml). The organic layer was separated and evaporated off to give a colourless liquid which was then purified... The reactants are O1C(NCC1)=O (oxazolidin-2-one), [H-].[Na+] (sodium hydride), O (water), BrC=1C=C(C(=NC1)N1CCN(CC1)C(=O)C=1C=NC(=CC1C)F)C ([4-(5-bromo-3-methylpyridin-2-yl)piperazin-1-yl](6-fluoro-4-methylpyridin-3-yl)methanone). Run in CN(C)C=O (DMF). Reaction conditions: time 30 minute. Product: BrC=1C=C(C(=NC1)N1CCN(CC1)C(=O)C=1C(=CC(=NC1)N1C(OCC1)=O)C)C (3-{5-[4-(5-bromo-3-methylpyridin-2-yl)piperazine-1-carbonyl]-4-methylpyridin-2-yl}oxazolidin-2-one). Isolated yield 61.2%. Reaction SMILES: [O:1]1[CH2:5][CH2:4][NH:3][C:2]1=[O:6].[H-].[Na+].[Br:9][C:10]1[CH:11]=[C:12]([CH3:32])[C:13]([N:16]2[CH2:21][CH2:20][N:19]([C:22]([C:24]3[CH:25]=[N:26][C:27](F)=[CH:28][C:29]=3[CH3:30])=[O:23])[CH2:18][CH2:17]2)=[N:14][CH:15]=1.O>CN(C=O)C>[Br:9][C:10]1[CH:11]=[C:12]([CH3:32])[C:13]([N:16]2[CH2:17][CH2:18][N:19]([C:22]([C:24]3[C:29]([CH3:30])=[CH:28][C:27]([N:3]4[CH2:4][CH2:5][O:1][C:2]4=[O:6])=[N:26][CH:25]=3)=[O:23])[CH2:20][CH2:21]2)=[N:14][CH:15]=1 |f:1.2|. Procedure details: To a solution of oxazolidin-2-one (174 mg) in DMF (4 mL) was added sodium hydride (80 mg) at 10° C., and the mixture was stirred for 30 min. Furthermore, [4-(5-bromo-3-methylpyridin-2-yl)piperazin-1-yl](6-fluoro-4-methylpyridin-3-yl)methanone (590 mg) described in Preparation Example 113 was added, and the mixture was stirred at 80° C. for 5 hr. After cooling, water was added to the reaction mixture, and the mixture was extracted with ethyl acetate. The organic layer was washed with saturated br... Reactants: OC=1C=C(C#N)C=C(C1)O (3,5-dihydroxybenzonitrile), BrCCCCCCCCCCCCCCC (1-bromopentadecane), C([O-])([O-])=O.[K+].[K+] (potassium carbonate), CC(=O)C (acetone). Solvent: O (water). Product: C(CCCCCCCCCCCCCC)OC=1C=C(C#N)C=C(C1)OCCCCCCCCCCCCCCC (3,5-dipentadecyloxybenzonitrile). Reaction SMILES: O[C:2]1[CH:3]=[C:4]([CH:7]=[C:8]([OH:10])[CH:9]=1)[C:5]#[N:6].Br[CH2:12][CH2:13][CH2:14][CH2:15][CH2:16][CH2:17][CH2:18][CH2:19][CH2:20][CH2:21][CH2:22][CH2:23][CH2:24][CH2:25][CH3:26].[C:27](=[O:30])([O-])[O-].[K+].[K+].[CH3:33][C:34]([CH3:36])=O>O>[CH2:12]([O:10][C:8]1[CH:7]=[C:4]([CH:3]=[C:2]([O:30][CH2:27][CH2:33][CH2:34][CH2:36][CH2:22][CH2:21][CH2:20][CH2:19][CH2:18][CH2:17][CH2:16][CH2:15][CH2:14][CH2:13][CH3:12])[CH:9]=1)[C:5]#[N:6])[CH2:13][CH2:14][CH2:15][CH2:16][CH2:17][CH2:18][CH2:19][CH2:20][CH2:21][CH2:22][CH2:23][CH2:24][CH2:25][CH3:26] |f:2.3.4|. Procedure details: 3,5-dihydroxybenzonitrile (0.50 g), 1-bromopentadecane (2.70 g), potassium carbonate (2.56 g), and 30 ml of acetone were mixed and the mixture was heated overnight under reflux. After water was added, the mixture was extracted with methylene chloride. The extract was washed with water and dried over anhydrous magnesium sulfate. The solvent was removed by evaporation to obtain 0.33 g of 3,5-dipentadecyloxybenzonitrile as colorless crystals. This product was dissolved in a mixed solvent of 20 ml o...